This data is from the Open Reaction Database (ORD), a public repository of structured organic reaction records. The task is: describe an organic reaction: reactants, conditions, products, and yield Reaction conditions: time 8 hour. Reaction SMILES: [C:1]([C:3]1[CH:11]=[CH:10][C:6]2[N:7]=[CH:8][S:9][C:5]=2[CH:4]=1)#[N:2].[H-].[Al+3].[Li+].[H-].[H-].[H-]>CCOCC>[NH2:2][CH2:1][C:3]1[CH:11]=[CH:10][C:6]2[N:7]=[CH:8][S:9][C:5]=2[CH:4]=1 |f:1.2.3.4.5.6|. Product: NCC1=CC2=C(N=CS2)C=C1 (6-aminomethylbenzthiazole). Reactants: C(#N)C1=CC2=C(N=CS2)C=C1 (6-cyanobenzthiazole), suspension, [H-].[Al+3].[Li+].[H-].[H-].[H-] (lithium aluminum hydride). Run in CCOCC (ether). Procedure: Compound 94 (1.00 eq.) was added to a 0.4M suspension of lithium aluminum hydride (4.00 eq.) in ether at 0° C. The slurry was stirred overnight at ambient temperature. The mixture was returned to 0° C. and quenched with water. The layers were separated. The aqueous phase was adjusted to pH 10-11 and then extracted with dichloromethane. The combined organic phases were dried over sodium sulfate, filtered, and concentrated to give compound 95 which was used without further purification. ES/MS m/z ... Reactants: O=[N+]([O-])O, O=S(=O)(O)O, c1ccc(-c2nccs2)cc1. The product is O=[N+]([O-])c1ccc(-c2nccs2)cc1. RXN SMILES: [OH:12][N+:13]([O-:14])=[O:15].[S:16](=[O:17])(=[O:18])([OH:19])[OH:20].[c:1]1(-[c:7]2[s:8][cH:9][cH:10][n:11]2)[cH:2][cH:3][cH:4][cH:5][cH:6]1>>[c:1]1(-[c:7]2[s:8][cH:9][cH:10][n:11]2)[cH:2][cH:3][c:4]([N+:13](=[O:12])[O-:14])[cH:5][cH:6]1. Reactants: ClC=1C=C(CNC2=NC(=NC(=C2C(=O)OC)N2CCC(CC2)O)SC)C=CC1OC (4-(3-chloro-4-methoxybenzylamino)-5-methoxycarbonyl-6-(4-hydroxypiperidin-1-yl)-2-methylthiopyrimidine), ClC1=CC(=CC=C1)C(=O)OO (m-chloroperbenzoic acid), ( 4 ). Solvent: C(Cl)(Cl)Cl (chloroform), C(Cl)(Cl)Cl (chloroform), C(O)([O-])=O.[Na+] (sodium hydrogen carbonate). Run at time 1 hour. Yields the product ClC=1C=C(CNC2=NC(=NC(=C2C(=O)OC)N2CCC(CC2)O)S(=O)C)C=CC1OC (4-(3-chloro-4-methoxybenzylamino)-5-methoxycarbonyl-6-(4-hydroxypiperidin-1yl)-2-methylsulfinylpyrimidine). Reaction SMILES: [Cl:1][C:2]1[CH:3]=[C:4]([CH:26]=[CH:27][C:28]=1[O:29][CH3:30])[CH2:5][NH:6][C:7]1[C:12]([C:13]([O:15][CH3:16])=[O:14])=[C:11]([N:17]2[CH2:22][CH2:21][CH:20]([OH:23])[CH2:19][CH2:18]2)[N:10]=[C:9]([S:24][CH3:25])[N:8]=1.ClC1C=CC=C(C(OO)=[O:39])C=1>C(Cl)(Cl)Cl.C(=O)([O-])O.[Na+]>[Cl:1][C:2]1[CH:3]=[C:4]([CH:26]=[CH:27][C:28]=1[O:29][CH3:30])[CH2:5][NH:6][C:7]1[C:12]([C:13]([O:15][CH3:16])=[O:14])=[C:11]([N:17]2[CH2:18][CH2:19][CH:20]([OH:23])[CH2:21][CH2:22]2)[N:10]=[C:9]([S:24]([CH3:25])=[O:39])[N:8]=1 |f:3.4|. Procedure details: A mixture of 4-(3-chloro-4-methoxybenzylamino)-5-methoxycarbonyl-6-(4-hydroxypiperidin-1-yl)-2-methylthiopyrimidine (prepared in the above (4)) 121 mg in chloroform 3 ml is dropped a solution of m-chloroperbenzoic acid 54 mg in chloroform 4 ml on an ice bath over a period of 15 minutes, and the mixture is stirred for 1 hour. The reaction mixture is diluted with an aqueous sodium hydrogen carbonate solution and extracted with ethyl acetate. The organic layer is washed, dried and concentrated in v... Starting materials: FC(C1=C(CN2C(=NC3=C2C=C(C=C3)O)C3=CC(=CC=C3)C)C=CC=C1)(F)F (1-(2-trifluoromethylbenzyl)-2-(3-methylphenyl)-6-hydroxybenzimidazole), CC(CN(C)C)Cl (1-methyl-2-(N,N-dimethylamino)ethyl chloride). Product: FC(C1=C(CN2C(=NC3=C2C=C(C=C3)OC(CN(C)C)C)C3=CC(=CC=C3)C)C=CC=C1)(F)F (1-(2-trifluoromethylbenzyl)-2-(3-methylphenyl)-6-[1-methyl-2-(N,N-dimethylamino)ethoxy]-benzimidazole). RXN SMILES: [F:1][C:2]([F:28])([F:27])[C:3]1[CH:26]=[CH:25][CH:24]=[CH:23][C:4]=1[CH2:5][N:6]1[C:10]2[CH:11]=[C:12]([OH:15])[CH:13]=[CH:14][C:9]=2[N:8]=[C:7]1[C:16]1[CH:21]=[CH:20][CH:19]=[C:18]([CH3:22])[CH:17]=1.[CH3:29][CH:30](Cl)[CH2:31][N:32]([CH3:34])[CH3:33]>>[F:28][C:2]([F:1])([F:27])[C:3]1[CH:26]=[CH:25][CH:24]=[CH:23][C:4]=1[CH2:5][N:6]1[C:10]2[CH:11]=[C:12]([O:15][CH:30]([CH3:29])[CH2:31][N:32]([CH3:34])[CH3:33])[CH:13]=[CH:14][C:9]=2[N:8]=[C:7]1[C:16]1[CH:21]=[CH:20][CH:19]=[C:18]([CH3:22])[CH:17]=1. Procedure details: The title compound was prepared essentially as described above except that the compound of Example 120 was reacted with 1-methyl-2-(N,N-dimethylamino)ethyl chloride, yielding the title product as an oil.